Dataset: the Open Reaction Database (ORD), a public repository of structured organic reaction records. Task: describe an organic reaction: reactants, conditions, products, and yield Starting materials: Cl.NC1=C2N=C(N(C2=NC=N1)C=1C=CC(N(C1)C)=O)C1=CC(=CC=C1)C (5-[6-Amino-8-(3-methylphenyl)-9H-9-purinyl]-1-methyl-1,2-dihydro-2-pyridinone hydrochloride), [H][H] (hydrogen). The reagents and catalysts are [Pd] (Pd—C). Run in C1CCOC1 (THF), CCO (EtOH). Yields the product Cl.Cl.NC1=C2N=C(N(C2=NC=N1)C=1C=CC(N(C1)C)=O)C1=CC(=CC=C1)C (5-[6-Amino-8-(3-methylphenyl)-9H-9-purinyl]-1-methyl-1,2-dihydro-2-pyridinone dihydro chloride). The yield is 147.2%. Reaction SMILES: [ClH:1].[NH2:2][C:3]1[N:11]=[CH:10][N:9]=[C:8]2[C:4]=1[N:5]=[C:6]([C:20]1[CH:25]=[CH:24][CH:23]=[C:22]([CH3:26])[CH:21]=1)[N:7]2[C:12]1[CH:13]=[CH:14][C:15](=[O:19])[N:16]([CH3:18])[CH:17]=1.[H][H]>C1COCC1.CCO.[Pd]>[ClH:1].[ClH:1].[NH2:2][C:3]1[N:11]=[CH:10][N:9]=[C:8]2[C:4]=1[N:5]=[C:6]([C:20]1[CH:25]=[CH:24][CH:23]=[C:22]([CH3:26])[CH:21]=1)[N:7]2[C:12]1[CH:13]=[CH:14][C:15](=[O:19])[N:16]([CH3:18])[CH:17]=1 |f:0.1,6.7.8|. Reported procedure: The free amine (371 mg) obtained in Example 35 was dissolved in THF (200 ml) and EtOH (200 ml), and 10% Pd—C (hydrous, 0.5 g) was added thereto, and the mixture was stirred for 2 hours in a hydrogen atmosphere at room temperature. The reaction mixture was filtered with Celite, and the filtrate was evaporated, to give 300 mg of the title compound in free form. This free amine (100 mg) was dissolved in methanol (2 ml), then 4N HCl/EtOAc (0.2 ml) was added thereto, and the precipitated crystals wer... Starting materials: C([O-])([O-])=O.[Cs+].[Cs+] (cesium carbonate), O(C1=CC=CC=C1)C1=CC=C(C=C1)B(O)O (4-phenoxyphenylboronic acid), C1(CCCCC1)P(C1=C(C=CC=C1)C1=C(C=CC=C1OC)OC)C1CCCCC1 (2-dicyclohexylphosphino-2′,6′-dimethoxybiphenyl), C(C)(C)(C)OC(=O)N1CC2(C1)CC(C2)NC2=NC=NC(=C2Cl)N (6-(6-Amino-5-chloro-pyrimidin-4-ylamino)-2-aza-spiro[3.3]heptane-2-carboxylic acid tert-butyl ester), O1CCOCC1 (dioxane), O (water). Reagents/catalysts: C(C)(=O)[O-].[Pd+2].C(C)(=O)[O-] (palladium(II) acetate). Reaction conditions: temperature 140 celsius, time 16 hour. The product is NC1=C(C(=NC=N1)NC1CC2(CN(C2)C(=O)OC(C)(C)C)C1)C1=CC=C(C=C1)OC1=CC=CC=C1 (tert-butyl 6-((6-amino-5-(4-phenoxyphenyl)pyrimidin-4-yl)amino)-2-azaspiro[3.3]heptane-2-carboxylate). Reaction SMILES: [C:1]([O:5][C:6]([N:8]1[CH2:11][C:10]2([CH2:14][CH:13]([NH:15][C:16]3[C:21](Cl)=[C:20]([NH2:23])[N:19]=[CH:18][N:17]=3)[CH2:12]2)[CH2:9]1)=[O:7])([CH3:4])([CH3:3])[CH3:2].O1CCOCC1.O.C(=O)([O-])[O-].[Cs+].[Cs+].[O:37]([C:44]1[CH:49]=[CH:48][C:47](B(O)O)=[CH:46][CH:45]=1)[C:38]1[CH:43]=[CH:42][CH:41]=[CH:40][CH:39]=1.C1(P(C2CCCCC2)C2C=CC=CC=2C2C(OC)=CC=CC=2OC)CCCCC1>C([O-])(=O)C.[Pd+2].C([O-])(=O)C>[NH2:23][C:20]1[N:19]=[CH:18][N:17]=[C:16]([NH:15][CH:13]2[CH2:14][C:10]3([CH2:11][N:8]([C:6]([O:5][C:1]([CH3:4])([CH3:3])[CH3:2])=[O:7])[CH2:9]3)[CH2:12]2)[C:21]=1[C:47]1[CH:48]=[CH:49][C:44]([O:37][C:38]2[CH:43]=[CH:42][CH:41]=[CH:40][CH:39]=2)=[CH:45][CH:46]=1 |f:3.4.5,8.9.10|. Procedure: In a microwave vial containing 6-(6-Amino-5-chloro-pyrimidin-4-ylamino)-2-aza-spiro[3.3]heptane-2-carboxylic acid tert-butyl ester (828.00 mg; 2.44 mmol; 1.00 eq.) in dioxane (4.00 ml; 46.94 mmol; 19.27 eq.) and water (0.40 ml; 22.20 mmol; 9.11 eq.) was added cesium carbonate (1190.86 mg; 3.65 mmol; 1.50 eq.), palladium(II) acetate (27.35 mg; 0.12 mmol; 0.05 eq.), 4-phenoxyphenylboronic acid (651.87 mg; 3.05 mmol; 1.25 eq.) and 2-dicyclohexylphosphino-2′,6′-dimethoxybiphenyl (100.03 mg; 0.24 mmo... The product is ClC1=C(C#N)C=CC(=C1C)N1C(C(C(C1CC)=O)(C)C)=O (2-chloro-4-(5-ethyl-3,3-dimethyl-2,4-dioxopyrrolidin-1-yl)-3-methylbenzonitrile). Reagents/catalysts: C=1C=CC(=CC1)/C=C/C(=O)/C=C/C2=CC=CC=C2.C=1C=CC(=CC1)/C=C/C(=O)/C=C/C2=CC=CC=C2.C=1C=CC(=CC1)/C=C/C(=O)/C=C/C2=CC=CC=C2.[Pd].[Pd] (tris(dibenzylideneacetone)dipalladium(0)). Reactants: ClC1=C(C#N)C=CC(=C1C)I (2-chloro-4-iodo-3-methylbenzonitrile), C(C)C1C(C(C(N1)=O)(C)C)=O (5-ethyl-3,3-dimethylpyrrolidine-2,4-dione), C([O-])([O-])=O.[Cs+].[Cs+] (cesium carbonate), C1(=CC=CC=C1)P(C1=CC=CC=2C(C3=CC=CC(=C3OC12)P(C1=CC=CC=C1)C1=CC=CC=C1)(C)C)C1=CC=CC=C1 (4,5-bis(diphenylphosphino)-9,9-dimethylxanthene). The solvent is O (Water), O1CCOCC1 (dioxane). The yield is 27.2%. Reported procedure: A solution of 2-chloro-4-iodo-3-methylbenzonitrile (983 mg), 5-ethyl-3,3-dimethylpyrrolidine-2,4-dione (550 mg), cesium carbonate (1.73 g), tris(dibenzylideneacetone)dipalladium(0) (325 mg) and 4,5-bis(diphenylphosphino)-9,9-dimethylxanthene (615 mg) in dioxane was reacted in a microwave reactor at 120° C. for 5 hr. Water was added to the reaction mixture, and the mixture was extracted with ethyl acetate. The extract was washed with saturated brine, dried over anhydrous magnesium sulfate, and co... As a reaction SMILES: [Cl:1][C:2]1[C:9]([CH3:10])=[C:8](I)[CH:7]=[CH:6][C:3]=1[C:4]#[N:5].[CH2:12]([CH:14]1[NH:18][C:17](=[O:19])[C:16]([CH3:21])([CH3:20])[C:15]1=[O:22])[CH3:13].C(=O)([O-])[O-].[Cs+].[Cs+].C1(P(C2C=CC=CC=2)C2C3OC4C(=CC=CC=4P(C4C=CC=CC=4)C4C=CC=CC=4)C(C)(C)C=3C=CC=2)C=CC=CC=1>O1CCOCC1.C1C=CC(/C=C/C(/C=C/C2C=CC=CC=2)=O)=CC=1.C1C=CC(/C=C/C(/C=C/C2C=CC=CC=2)=O)=CC=1.C1C=CC(/C=C/C(/C=C/C2C=CC=CC=2)=O)=CC=1.[Pd].[Pd].O>[Cl:1][C:2]1[C:9]([CH3:10])=[C:8]([N:18]2[CH:14]([CH2:12][CH3:13])[C:15](=[O:22])[C:16]([CH3:21])([CH3:20])[C:17]2=[O:19])[CH:7]=[CH:6][C:3]=1[C:4]#[N:5] |f:2.3.4,7.8.9.10.11|. Starting materials: C(C)(C)N(CCC(=O)OCC)C(C)C (ethyl 3- diisopropylaminopropionate), Cl (hydrochloric acid), BrCCC(=O)OCC (ethyl 3bromopropionate), CC1NC(CCC1)C (2,6-dimethylpiperidine). Run in O (water), C(C)O (ethanol). The product is Cl.CC1N(C(CCC1)C)CCC(=O)OCC (Ethyl 3-(2,6-dimetylpiperidino)-propionate hydrochloride). RXN SMILES: [CH:1]([N:4]([CH:12]([CH3:14])[CH3:13])[CH2:5][CH2:6][C:7]([O:9][CH2:10][CH3:11])=[O:8])([CH3:3])[CH3:2].Br[CH2:16]CC(OCC)=O.CC1CCCC(C)N1.[ClH:31]>O.C(O)C>[ClH:31].[CH3:14][CH:12]1[CH2:13][CH2:16][CH2:2][CH:1]([CH3:3])[N:4]1[CH2:5][CH2:6][C:7]([O:9][CH2:10][CH3:11])=[O:8] |f:6.7|. Reported procedure: Ethyl 3-(2,6-dimethylpiperidino)propionate hydrochloride may be obtained by working according to the method described in Example 6 for the preparation of ethyl 3- diisopropylaminopropionate, but starting with ethyl 3bromopropionate (18.1 g), 2,6-dimethylpiperidine (27 cc) and ethanol (30 cc). The reaction mixture is concentrated to dryness under reduced pressure (2.7 kPa) and the residue obtained is taken up with water (50 cc) and 4N aqueous hydrochloric acid solution (30 cc). The aqueous phase ...